This data is from the Open Reaction Database (ORD), a public repository of structured organic reaction records. The task is: describe an organic reaction: reactants, conditions, products, and yield The reactants are C(=O)(OC(C)(C)C)N1[C@@H](CCC1)[C@H](CCO)C[N+](=O)[O-] (3-(R)-(1-BOC-2-(S)-pyrrolidinyl)-4-nitrobutanol). The reagents and catalysts are [Pd] (Pd/C). Solvent: CO (methanol). Product: C(=O)(OC(C)(C)C)N1[C@@H](CCC1)[C@H]1CNCC1 (3-(R)-(1-BOC-pyrrolidin-2-(S)-yl)pyrrolidine). As a reaction SMILES: [C:1]([N:8]1[CH2:12][CH2:11][CH2:10][C@H:9]1[C@@H:13]([CH2:17][N+:18]([O-])=O)[CH2:14][CH2:15]O)([O:3][C:4]([CH3:7])([CH3:6])[CH3:5])=[O:2]>CO.[Pd]>[C:1]([N:8]1[CH2:12][CH2:11][CH2:10][C@H:9]1[C@@H:13]1[CH2:14][CH2:15][NH:18][CH2:17]1)([O:3][C:4]([CH3:7])([CH3:6])[CH3:5])=[O:2]. Reported procedure: The ether compound from step 471a was treated by hydrogenation at 4 atm H2 over Pd/C in methanol to give the tile compound. The reactants are OBO, O=C(O)CCc1ccccc1, O=C([O-])[O-], C1COCCO1, O=C1C(Cc2c(Cl)cc(OS(=O)(=O)C(F)(F)F)cc2Cl)CCN1C1CCCCC1, [Na+], [Na+]. Product: O=C(O)CCc1ccc(-c2cc(Cl)c(CC3CCN(C4CCCCC4)C3=O)c(Cl)c2)cc1. RXN SMILES: [BH:30]([OH:31])[OH:32].[C:33](=[O:34])([OH:35])[CH2:36][CH2:37][c:38]1[cH:39][cH:40][cH:41][cH:42][cH:43]1.[C:50](=[O:51])([O-:52])[O-:53].[CH2:44]1[O:45][CH2:46][CH2:47][O:48][CH2:49]1.[F:1][C:2]([F:3])([F:4])[S:5]([O:6][c:7]1[cH:8][c:9]([Cl:27])[c:10]([CH2:14][CH:15]2[C:16](=[O:26])[N:17]([CH:20]3[CH2:21][CH2:22][CH2:23][CH2:24][CH2:25]3)[CH2:18][CH2:19]2)[c:11]([Cl:13])[cH:12]1)(=[O:28])=[O:29].[Na+:54].[Na+:55]>>[c:7]1(-[c:41]2[cH:40][cH:39][c:38]([CH2:37][CH2:36][C:33](=[O:34])[OH:35])[cH:43][cH:42]2)[cH:8][c:9]([Cl:27])[c:10]([CH2:14][CH:15]2[C:16](=[O:26])[N:17]([CH:20]3[CH2:21][CH2:22][CH2:23][CH2:24][CH2:25]3)[CH2:18][CH2:19]2)[c:11]([Cl:13])[cH:12]1. RXN SMILES: [Al+3:17].[CH2:21]([Cl:22])[Cl:23].[Cl-:16].[Cl-:18].[Cl-:19].[Cl:1][CH2:2][C:3](=[O:4])[N:5]1[CH2:6][CH2:7][CH2:8][CH2:9][c:10]2[c:11]1[cH:12][cH:13][cH:14][cH:15]2.[OH2:20]>>[CH2:2]1[C:3](=[O:4])[N:5]2[CH2:6][CH2:7][CH2:8][CH2:9][c:10]3[c:11]2[c:12]1[cH:13][cH:14][cH:15]3. The reactants are [Al+3], ClCCl, [Cl-], [Cl-], [Cl-], O=C(CCl)N1CCCCc2ccccc21, O. Yields the product O=C1Cc2cccc3c2N1CCCC3.